Dataset: the Open Reaction Database (ORD), a public repository of structured organic reaction records. Task: describe an organic reaction: reactants, conditions, products, and yield Starting materials: 11.2, C(C)(=O)C1=NC=CC=C1 (2-acetylpyridine), ml.16.5, N1CCCC1 (pyrrolidine), [OH-].[Na+] (NaOH), Cl (HCl), [BH3-]C#N.[Na+] (NaCNBH3). Solvent: CO (methanol), CO (methanol). Run at time 48 hour. Product: N1(CCCC1)C(C)C1=NC=CC=C1 (2-[1-(1-pyrrolidinyl)ethyl]pyridine). As a reaction SMILES: [C:1]([C:4]1[CH:9]=[CH:8][CH:7]=[CH:6][N:5]=1)(=O)[CH3:2].[NH:10]1[CH2:14][CH2:13][CH2:12][CH2:11]1.Cl.[BH3-]C#N.[Na+].[OH-].[Na+]>CO>[N:10]1([CH:1]([C:4]2[CH:9]=[CH:8][CH:7]=[CH:6][N:5]=2)[CH3:2])[CH2:14][CH2:13][CH2:12][CH2:11]1 |f:3.4,5.6|. Procedure details: Ml 11.2 (0.1 moles) of 2-acetylpyridine (commercial product) and ml.16.5 (0.2 moles) of pyrrolidine were dissolved in ml.120 of dry methanol, and the solution was brought to pH 8 by adding HCl dissolved in methanol. Gr.9.4 (0.15 moles) of NaCNBH3 were added in small portions and the reaction mixture stirred 48 hours at room temperature. The mixture was brought to strongly basic pH by adding aqueous 20% NaOH, a small amount of insoluble filtered off, and the filtrate concentrated to small volume ... Starting materials: CCOC(=O)c1c(CN(CC)CC)nc2sc3c(c2c1-c1ccc(OC)c(OC)c1)CCN(C(=O)c1ccccc1)C3, Cl, [Na+], [OH-]. The product is CCOC(=O)c1c(CN(CC)CC)nc2sc3c(c2c1-c1ccc(OC)c(OC)c1)CCNC3. As a reaction SMILES: [C:1](=[O:2])([c:3]1[cH:4][cH:5][cH:6][cH:7][cH:8]1)[N:9]1[CH2:10][c:11]2[c:12]([c:15]3[c:16]([n:17][c:18]([CH2:36][N:37]([CH2:38][CH3:39])[CH2:40][CH3:41])[c:19]([C:31](=[O:32])[O:33][CH2:34][CH3:35])[c:20]3-[c:21]3[cH:22][c:23]([O:29][CH3:30])[c:24]([O:27][CH3:28])[cH:25][cH:26]3)[s:42]2)[CH2:13][CH2:14]1.[ClH:43].[Na+:45].[OH-:44]>>[NH:9]1[CH2:10][c:11]2[c:12]([c:15]3[c:16]([n:17][c:18]([CH2:36][N:37]([CH2:38][CH3:39])[CH2:40][CH3:41])[c:19]([C:31](=[O:32])[O:33][CH2:34][CH3:35])[c:20]3-[c:21]3[cH:22][c:23]([O:29][CH3:30])[c:24]([O:27][CH3:28])[cH:25][cH:26]3)[s:42]2)[CH2:13][CH2:14]1.